From a dataset of the Open Reaction Database (ORD), a public repository of structured organic reaction records. describe an organic reaction: reactants, conditions, products, and yield The reactants are [Al+3], O=C(Cl)CCCCCBr, CC[SiH](CC)CC, [Cl-], [Cl-], [Cl-], ClCCl, c1ccccc1. Product: BrCCCCCCc1ccccc1. Reaction SMILES: [Al+3:11].[Br:1][CH2:2][CH2:3][CH2:4][CH2:5][CH2:6][C:7]([Cl:8])=[O:9].[CH2:20]([SiH:21]([CH2:22][CH3:23])[CH2:24][CH3:25])[CH3:26].[Cl-:10].[Cl-:12].[Cl-:13].[Cl:27][CH2:28][Cl:29].[cH:14]1[cH:15][cH:16][cH:17][cH:18][cH:19]1>>[Br:1][CH2:2][CH2:3][CH2:4][CH2:5][CH2:6][CH2:7][c:14]1[cH:15][cH:16][cH:17][cH:18][cH:19]1. Starting materials: O=C1C2(CCCCC2)CCCCC1C(=O)OC (Methyl 7-oxospiro[5.6]dodecane-8-carboxylate), C([O-])([O-])=O.[K+].[K+] (potassium carbonate), Cl.NC(=N)N (guanidine hydrochloride). The solvent is CN(C)C=O (DMF). Run at temperature 120 celsius. Yields the product NC=1N=C(C2=C(N1)C1(CCCCC1)CCCC2)O (2-amino-5,6,7,8-tetrahydrospiro[cyclohepta[d]pyrimidine-9,1′-cyclohexan]-4-ol). Reaction SMILES: Cl.[NH2:2][C:3]([NH2:5])=[NH:4].O=[C:7]1[CH:18]([C:19](OC)=[O:20])[CH2:17][CH2:16][CH2:15][CH2:14][C:8]21[CH2:13][CH2:12][CH2:11][CH2:10][CH2:9]2.C(=O)([O-])[O-].[K+].[K+]>CN(C=O)C>[NH2:4][C:3]1[N:5]=[C:19]([OH:20])[C:18]2[CH2:17][CH2:16][CH2:15][CH2:14][C:8]3([CH2:13][CH2:12][CH2:11][CH2:10][CH2:9]3)[C:7]=2[N:2]=1 |f:0.1,3.4.5|. Reported procedure: A mixture of guanidine hydrochloride (430 mg, 4.5 mmol), the product from Example 16B (430 mg, 1.8 mmol), and potassium carbonate (623 mg, 4.5 mmol) in DMF (8 mL) was heated at 100° C. for 16 hours. Then, the temperature was raised to 120° C. for 2 hours. The mixture was cooled to ambient temperature and filtered through a layer of diatomaceous earth, then the filter pad was washed with a small amount of DMF. The filtrate was concentrated under reduced pressure, and the residue was chromatograph... Starting materials: [H][H] (hydrogen), C(C)(=O)OC=1C(=C2CCC(OC2=C(C1C)C)(CCCCCCCC)COC1=CC=C(C=C1)[N+](=O)[O-])C (6-acetoxy-5,7,8-trimethyl-2-(4-nitrophenoxymethyl)-2-octylchroman), CO (methanol). The reagents and catalysts are [Pd] (palladium-on-carbon). Solvent: C1=CC=CC=C1 (benzene). The product is C(C)(=O)OC=1C(=C2CCC(OC2=C(C1C)C)(CCCCCCCC)COC1=CC=C(C=C1)N)C (6-Acetoxy-2-(4-aminophenoxymethyl)-5,7,8-trimethyl-2-octylchroman). RXN SMILES: [C:1]([O:4][C:5]1[C:6]([CH3:36])=[C:7]2[C:12](=[C:13]([CH3:16])[C:14]=1[CH3:15])[O:11][C:10]([CH2:25][O:26][C:27]1[CH:32]=[CH:31][C:30]([N+:33]([O-])=O)=[CH:29][CH:28]=1)([CH2:17][CH2:18][CH2:19][CH2:20][CH2:21][CH2:22][CH2:23][CH3:24])[CH2:9][CH2:8]2)(=[O:3])[CH3:2].CO.[H][H]>[Pd].C1C=CC=CC=1>[C:1]([O:4][C:5]1[C:6]([CH3:36])=[C:7]2[C:12](=[C:13]([CH3:16])[C:14]=1[CH3:15])[O:11][C:10]([CH2:25][O:26][C:27]1[CH:28]=[CH:29][C:30]([NH2:33])=[CH:31][CH:32]=1)([CH2:17][CH2:18][CH2:19][CH2:20][CH2:21][CH2:22][CH2:23][CH3:24])[CH2:9][CH2:8]2)(=[O:3])[CH3:2]. Procedure details: Using Paar's hydrogenation apparatus, a mixture of 4 g of 6-acetoxy-5,7,8-trimethyl-2-(4-nitrophenoxymethyl)-2-octylchroman (prepared as described in Preparation 16), 0.8 g of 10% w/w palladium-on-carbon, 30 ml of methanol and 10 ml of benzene was stirred for 5 hours under 3-5 atmospheres (about 3-5 bars) pressure or hydrogen. The catalyst was filtered off, and the filtrate was condensed by evaporation under reduced pressure. The crystals thus obtained were washed with hexane to give the title c... The reactants are COC=1C(=CC2=C(CCCO2)C1)C=O (6-methoxy-3,4-dihydrobenzopyran-7-carboxaldehyde), B(Br)(Br)Br (boron tribromide). Run in C(Cl)Cl (methylene chloride). Run at time 3 hour. The product is OC=1C(=CC2=C(CCCO2)C1)C=O (6-hydroxy-3,4-dihydrobenzopyran-7-carboxaldehyde). The yield is 67.6%. Reaction SMILES: C[O:2][C:3]1[C:4]([CH:13]=[O:14])=[CH:5][C:6]2[O:11][CH2:10][CH2:9][CH2:8][C:7]=2[CH:12]=1.B(Br)(Br)Br>C(Cl)Cl>[OH:2][C:3]1[C:4]([CH:13]=[O:14])=[CH:5][C:6]2[O:11][CH2:10][CH2:9][CH2:8][C:7]=2[CH:12]=1. Procedure details: A solution of 6-methoxy-3,4-dihydrobenzopyran-7-carboxaldehyde (30.00 g, 156 mmol) in dry methylene chloride (625 mL) under nitrogen was cooled to an internal temperature of -67°. A solution of boron tribromide (1M in methylene chloride, 67.5 mL, 67.5 mmol) was added dropwise. The cooling bath was removed and the mixture allowed to stir under nitrogen for three hours. The reaction was then quenched by the dropwise addition of methanol (75 mL) and the resulting mixture poured into saturated aqueo... Starting materials: CCCc1cc2cc(OC)c(Cl)c(Cl)c2s1, Cl, O, c1ccncc1. The product is CCCc1cc2cc(O)c(Cl)c(Cl)c2s1. Reaction SMILES: [Cl:1][c:2]1[c:3]([O:15][CH3:16])[cH:4][c:5]2[c:6]([s:7][c:8]([CH2:10][CH2:11][CH3:12])[cH:9]2)[c:13]1[Cl:14].[ClH:17].[OH2:24].[n:18]1[cH:19][cH:20][cH:21][cH:22][cH:23]1>>[Cl:1][c:2]1[c:3]([OH:15])[cH:4][c:5]2[c:6]([s:7][c:8]([CH2:10][CH2:11][CH3:12])[cH:9]2)[c:13]1[Cl:14]. The reactants are CCC, [Cl-], [Cl-], O, OCCCl, N#CC1(O)CCC1, [Zn+2]. Yields the product N#CC1(OCCCl)CCC1. As a reaction SMILES: [CH3:1][CH2:2][CH3:3].[Cl-:16].[Cl-:18].[OH2:15].[OH:11][CH2:12][CH2:13][Cl:14].[OH:4][C:5]1([C:9]#[N:10])[CH2:6][CH2:7][CH2:8]1.[Zn+2:17]>>[O:4]([C:5]1([C:9]#[N:10])[CH2:6][CH2:7][CH2:8]1)[CH2:12][CH2:13][Cl:14]. Starting materials: C1CNCCN1, CC#N, O=S(=O)(c1ccccc1)c1ccc2nccc(Cl)c2c1. RXN SMILES: [CH2:21]1[CH2:22][NH:23][CH2:24][CH2:25][NH:26]1.[CH3:27][C:28]#[N:29].[c:1]1([S:7](=[O:8])(=[O:9])[c:10]2[cH:11][c:12]3[c:13]([Cl:20])[cH:14][cH:15][n:16][c:17]3[cH:18][cH:19]2)[cH:2][cH:3][cH:4][cH:5][cH:6]1>>[ClH:20].[c:1]1([S:7](=[O:8])(=[O:9])[c:10]2[cH:11][c:12]3[c:13]([N:23]4[CH2:22][CH2:21][NH:26][CH2:25][CH2:24]4)[cH:14][cH:15][n:16][c:17]3[cH:18][cH:19]2)[cH:2][cH:3][cH:4][cH:5][cH:6]1. Yields the product Cl, O=S(=O)(c1ccccc1)c1ccc2nccc(N3CCNCC3)c2c1. The reactants are CS(=O)(=O)O.NC1=C(C=CC(=N1)C=1N=C(NC1C1=C(C=C(C=C1)F)F)C(C(=O)OC)(C)C)[N+](=O)[O-] (methyl 2-[4-(6-amino-5-nitro-2-pyridyl)-5-(2,4-difluorophenyl)-1H-imidazol-2-yl]-2-methyl-propanoate methanesulfonate), P(=O)(O)(O)[O-].[Na+] (sodium dihydrogen phosphate), S(O)(O)(=O)=O (Sulfuric acid), N(=O)[O-].[Na+] (sodium nitrite). The solvent is O (water), C1CCOC1 (THF), CS(=O)C (dimethyl sulfoxide), O (water). Reaction conditions: temperature 22.5 celsius. Yields the product FC1=C(C=CC(=C1)F)C1=C(N=C(N1)C(C(=O)OC)(C)C)C1=NC(=C(C=C1)[N+](=O)[O-])O (Methyl 2-[5-(2,4-difluorophenyl)-4-(6-hydroxy-5-nitro-2-pyridyl)-1H-imidazol-2-yl]-2-methyl-propanoate). Yield: 93.0%. As a reaction SMILES: CS(O)(=O)=O.N[C:7]1[N:12]=[C:11]([C:13]2[N:14]=[C:15]([C:26]([CH3:32])([CH3:31])[C:27]([O:29][CH3:30])=[O:28])[NH:16][C:17]=2[C:18]2[CH:23]=[CH:22][C:21]([F:24])=[CH:20][C:19]=2[F:25])[CH:10]=[CH:9][C:8]=1[N+:33]([O-:35])=[O:34].S(=O)(=O)(O)[OH:37].N([O-])=O.[Na+].P([O-])(O)(O)=O.[Na+]>O.C1COCC1.CS(C)=O>[F:25][C:19]1[CH:20]=[C:21]([F:24])[CH:22]=[CH:23][C:18]=1[C:17]1[NH:16][C:15]([C:26]([CH3:31])([CH3:32])[C:27]([O:29][CH3:30])=[O:28])=[N:14][C:13]=1[C:11]1[CH:10]=[CH:9][C:8]([N+:33]([O-:35])=[O:34])=[C:7]([OH:37])[N:12]=1 |f:0.1,3.4,5.6|. Procedure details: Under a nitrogen atmosphere methyl 2-[4-(6-amino-5-nitro-2-pyridyl)-5-(2,4-difluorophenyl)-1H-imidazol-2-yl]-2-methyl-propanoate methanesulfonate (68.9 g, 134.2 mmol), dimethyl sulfoxide (275.5 mL), THF (116.2 mL), and water (303.2 mL) are added and the mixture is stirred at 20-25° C. Sulfuric acid 95-97% (93.6 mL) is added dropwise to the reaction mixture and the temperature is maintained below 30° C. The reaction mixture is cooled to 0-5° C., and a solution of sodium nitrite (18.6 g, 0.27 mmol... The reactants are N1C(=NC=C1)CC1=CNC2=CC=C(C=C12)OC (3-(1-imidazolylmethyl)-5-methoxyindole), BrCC1=CC=C(C=C1)C(=O)OCC (ethyl (α-bromo-p-toluate)), fumarate salt hemihydrate. Yields the product C(C)OC(=O)C1=CC=C(CN2C=C(C3=CC(=CC=C23)OC)CC=2NC=CN2)C=C1 (1-(4-Ethoxycarbonylbenzyl)-3-(1-imidazolylmethyl)-5-methoxyindole). RXN SMILES: [NH:1]1[CH:5]=[CH:4][N:3]=[C:2]1[CH2:6][C:7]1[C:15]2[C:10](=[CH:11][CH:12]=[C:13]([O:16][CH3:17])[CH:14]=2)[NH:9][CH:8]=1.Br[CH2:19][C:20]1[CH:25]=[CH:24][C:23]([C:26]([O:28][CH2:29][CH3:30])=[O:27])=[CH:22][CH:21]=1>>[CH2:29]([O:28][C:26]([C:23]1[CH:22]=[CH:21][C:20]([CH2:19][N:9]2[C:10]3[C:15](=[CH:14][C:13]([O:16][CH3:17])=[CH:12][CH:11]=3)[C:7]([CH2:6][C:2]3[NH:3][CH:4]=[CH:5][N:1]=3)=[CH:8]2)=[CH:25][CH:24]=1)=[O:27])[CH3:30]. Procedure: This compound was prepared as described in Example 4 using 3-(1-imidazolylmethyl)-5-methoxyindole and ethyl (α-bromo-p-toluate) as starting materials. The fumarate salt hemihydrate had m.p. 113°-114° C. Found: C, 63.10; H, 5.29; N, 7.82. C23H23N3O3.C4H4O4.1/2H2O requires: C, 63.02; H, 5.48; N, 8.16%.